This data is from the Open Reaction Database (ORD), a public repository of structured organic reaction records. The task is: describe an organic reaction: reactants, conditions, products, and yield The reactants are C#Cc1ccc2c(c1)OCC(C)(C)CO2, Ic1ccc2c(c1)OCO2. The product is CC1(C)COc2ccc(C#Cc3ccc4c(c3)OCO4)cc2OC1. As a reaction SMILES: [C:1](#[CH:2])[c:3]1[cH:4][c:5]2[c:6]([cH:14][cH:15]1)[O:7][CH2:8][C:9]([CH3:12])([CH3:13])[CH2:10][O:11]2.[I:16][c:17]1[cH:18][c:19]2[c:20]([cH:24][cH:25]1)[O:21][CH2:22][O:23]2>>[C:1](#[C:2][c:17]1[cH:18][c:19]2[c:20]([cH:24][cH:25]1)[O:21][CH2:22][O:23]2)[c:3]1[cH:4][c:5]2[c:6]([cH:14][cH:15]1)[O:7][CH2:8][C:9]([CH3:12])([CH3:13])[CH2:10][O:11]2.